This data is from the Open Reaction Database (ORD), a public repository of structured organic reaction records. The task is: describe an organic reaction: reactants, conditions, products, and yield Reactants: FC1=C(C=CC(=C1)B1OC(C(O1)(C)C)(C)C)C=1C=NC(=NC1)N (5-(2-fluoro-4-(4,4,5,5-tetramethyl-1,3,2-dioxaborolan-2-yl)phenyl)pyrimidin-2-amine), BrC1=C(C=CC=C1)S(=O)(=O)CC(=O)N(CC)CC (2-((2-bromophenyl)sulfonyl)-N,N-diethylacetamide). Yields the product NC1=NC=C(C=N1)C1=C(C=C(C=C1)C1=C(C=CC=C1)S(=O)(=O)CC(=O)N(CC)CC)F (2-{[4′-(2-Aminopyrimidin-5-yl)-3′-fluorobiphenyl-2-yl]sulfonyl}-N,N-diethylacetamide). Reaction SMILES: [F:1][C:2]1[CH:7]=[C:6](B2OC(C)(C)C(C)(C)O2)[CH:5]=[CH:4][C:3]=1[C:17]1[CH:18]=[N:19][C:20]([NH2:23])=[N:21][CH:22]=1.Br[C:25]1[CH:30]=[CH:29][CH:28]=[CH:27][C:26]=1[S:31]([CH2:34][C:35]([N:37]([CH2:40][CH3:41])[CH2:38][CH3:39])=[O:36])(=[O:33])=[O:32]>>[NH2:23][C:20]1[N:21]=[CH:22][C:17]([C:3]2[CH:4]=[CH:5][C:6]([C:25]3[CH:30]=[CH:29][CH:28]=[CH:27][C:26]=3[S:31]([CH2:34][C:35]([N:37]([CH2:40][CH3:41])[CH2:38][CH3:39])=[O:36])(=[O:33])=[O:32])=[CH:7][C:2]=2[F:1])=[CH:18][N:19]=1. Procedure details: The title compound was prepared using analogous conditions to those described in Example 6 utilizing 5-(2-fluoro-4-(4,4,5,5-tetramethyl-1,3,2-dioxaborolan-2-yl)phenyl)pyrimidin-2-amine and 2-((2-bromophenyl)sulfonyl)-N,N-diethylacetamide. MS (ESI): mass calcd. for C22H23FN4O3S, 442.52; m/z found, 443.1 [M+H]+. 1H NMR (500 MHz, CD3OD) δ 8.55 (d, J=1.4, 2H), 8.13 (dd, J=8.0, 1.3, 1H), 7.81-7.73 (m, 1H), 7.71-7.63 (m, 1H), 7.62-7.55 (m, 1H), 7.44 (dd, J=7.6, 1.3, 1H), 7.39 (dd, J=4.5, 1.7, 1H), 7.3... Reactants: O[C@@H]([C@@H]1N([C@@H](CC1)CC=1C=NC(=CC1)C(=O)N1CCN(CC1)CC1=NC=CC=C1)C(=O)OC(C)(C)C)C1=CC=CC=C1 (Tert-butyl (2R,5S)-2-[(R)-hydroxy(phenyl)methyl]-5-[(6-{[4-(pyridin-2-ylmethyl)piperazin-1-yl]carbonyl}pyridin-3-yl)methyl]pyrrolidine-1-carboxylate), FC(C(=O)O)(F)F (trifluoroacetic acid). Solvent: ClCCl (dichloromethane). Yields the product C1(=CC=CC=C1)[C@@H](O)[C@@H]1N[C@@H](CC1)CC=1C=NC(=CC1)C(=O)N1CCN(CC1)CC1=NC=CC=C1 ((R)-phenyl[(2R,5S)-5-[(6-{[4-(pyridin-2-ylmethyl)piperazin-1-yl]carbonyl}pyridin-3-yl)methyl]pyrrolidin-2-yl]methanol). Reaction SMILES: [OH:1][C@H:2]([C:37]1[CH:42]=[CH:41][CH:40]=[CH:39][CH:38]=1)[C@H:3]1[CH2:7][CH2:6][C@@H:5]([CH2:8][C:9]2[CH:10]=[N:11][C:12]([C:15]([N:17]3[CH2:22][CH2:21][N:20]([CH2:23][C:24]4[CH:29]=[CH:28][CH:27]=[CH:26][N:25]=4)[CH2:19][CH2:18]3)=[O:16])=[CH:13][CH:14]=2)[N:4]1C(OC(C)(C)C)=O.FC(F)(F)C(O)=O>ClCCl>[C:37]1([C@H:2]([C@H:3]2[CH2:7][CH2:6][C@@H:5]([CH2:8][C:9]3[CH:10]=[N:11][C:12]([C:15]([N:17]4[CH2:18][CH2:19][N:20]([CH2:23][C:24]5[CH:29]=[CH:28][CH:27]=[CH:26][N:25]=5)[CH2:21][CH2:22]4)=[O:16])=[CH:13][CH:14]=3)[NH:4]2)[OH:1])[CH:42]=[CH:41][CH:40]=[CH:39][CH:38]=1. Reported procedure: A solution of 0.038 g (0.067 mmol) of the title compound from Step A above in 1 mL dichloromethane and 1 mL trifluoroacetic acid was stirred at ambient temperature for 1 h. All volatiles were removed in vacuo and the crude light brown residue was purified directly by reverse-phase HPLC to afford the title compound (TMC Pro-Pac C18; 10-100% 0.1% trifluoroacetic acid in acetonitrile/0.1% trifluoroacetic acid in water gradient). 1H-NMR (500 MHz, CD4O)